The task is: describe an organic reaction: reactants, conditions, products, and yield. This data is from the Open Reaction Database (ORD), a public repository of structured organic reaction records. Reactants: [BH3-]C#N, C1CCOC1, CC(=O)[O-], CNC, CO, COC(=O)c1cc2oc(C=O)cc2n1Cc1ccc(Cl)c(Cl)c1, [Mg+2], [Na+], [Na+], O=S(=O)([O-])[O-]. Yields the product COC(=O)c1cc2oc(CN(C)C)cc2n1Cc1ccc(Cl)c(Cl)c1. RXN SMILES: [C:38]([BH3-:39])#[N:40].[CH2:44]1[O:45][CH2:46][CH2:47][CH2:48]1.[CH3:25][C:26](=[O:27])[O-:28].[CH3:35][NH:36][CH3:37].[CH3:42][OH:43].[Cl:1][c:2]1[cH:3][c:4]([CH2:5][n:6]2[c:7]3[c:8]([cH:9][c:10]2[C:11](=[O:12])[O:13][CH3:14])[o:15][c:16]([CH:18]=[O:19])[cH:17]3)[cH:20][cH:21][c:22]1[Cl:23].[Mg+2:29].[Na+:24].[Na+:41].[O-:30][S:31]([O-:32])(=[O:33])=[O:34]>>[Cl:1][c:2]1[cH:3][c:4]([CH2:5][n:6]2[c:7]3[c:8]([cH:9][c:10]2[C:11](=[O:12])[O:13][CH3:14])[o:15][c:16]([CH2:18][N:36]([CH3:35])[CH3:37])[cH:17]3)[cH:20][cH:21][c:22]1[Cl:23]. Starting materials: CO, Cl, CC(C)(C)OC(=O)Nc1cc(F)c(F)cc1C(=O)NCC(=O)NCC1CCN(Cc2ccc(O)c(N)c2)CC1, C1COCCO1. Yields the product Nc1cc(CN2CCC(CNC(=O)CNC(=O)c3cc(F)c(F)cc3N)CC2)ccc1O. As a reaction SMILES: [CH3:41][OH:42].[ClH:40].[NH2:1][c:2]1[cH:3][c:4]([CH2:5][N:6]2[CH2:7][CH2:8][CH:9]([CH2:12][NH:13][C:14]([CH2:15][NH:16][C:17]([c:18]3[c:19]([NH:26][C:27]([O:28][C:29]([CH3:30])([CH3:31])[CH3:32])=[O:33])[cH:20][c:21]([F:25])[c:22]([F:24])[cH:23]3)=[O:34])=[O:35])[CH2:10][CH2:11]2)[cH:36][cH:37][c:38]1[OH:39].[O:43]1[CH2:44][CH2:45][O:46][CH2:47][CH2:48]1>>[NH2:1][c:2]1[cH:3][c:4]([CH2:5][N:6]2[CH2:7][CH2:8][CH:9]([CH2:12][NH:13][C:14]([CH2:15][NH:16][C:17]([c:18]3[c:19]([NH2:26])[cH:20][c:21]([F:25])[c:22]([F:24])[cH:23]3)=[O:34])=[O:35])[CH2:10][CH2:11]2)[cH:36][cH:37][c:38]1[OH:39]. The reactants are C(C)(C)(C)OC(=O)N1CCC(CC1)NC1=NC=C(C=N1)Br (4-(5-bromo-pyrimidin-2-ylamino)-piperidine-1-carboxylic acid tert-butyl ester), [Cu]C#N (copper(I) cyanide). Reagents/catalysts: C=1C=CC(=CC1)/C=C/C(=O)/C=C/C2=CC=CC=C2.C=1C=CC(=CC1)/C=C/C(=O)/C=C/C2=CC=CC=C2.C=1C=CC(=CC1)/C=C/C(=O)/C=C/C2=CC=CC=C2.[Pd].[Pd] (tris(dibenzylideneacetone)dipalladium(0)), C1(=CC=CC=C1)P([C-]1C=CC=C1)C1=CC=CC=C1.[C-]1(C=CC=C1)P(C1=CC=CC=C1)C1=CC=CC=C1.[Fe+2] (1,1′-bis(diphenylphosphino)ferrocene). Solvent: CC(=O)N(C)C (DMAc). Run at temperature 180 celsius. Product: C(C)(C)(C)OC(=O)N1CCC(CC1)NC1=NC=C(C=N1)C#N (4-(5-Cyano-pyrimidin-2-ylamino)-piperidine-1-carboxylic acid tert-butyl ester). Reaction SMILES: [C:1]([O:5][C:6]([N:8]1[CH2:13][CH2:12][CH:11]([NH:14][C:15]2[N:20]=[CH:19][C:18](Br)=[CH:17][N:16]=2)[CH2:10][CH2:9]1)=[O:7])([CH3:4])([CH3:3])[CH3:2].[Cu][C:23]#[N:24]>CC(N(C)C)=O.C1C=CC(/C=C/C(/C=C/C2C=CC=CC=2)=O)=CC=1.C1C=CC(/C=C/C(/C=C/C2C=CC=CC=2)=O)=CC=1.C1C=CC(/C=C/C(/C=C/C2C=CC=CC=2)=O)=CC=1.[Pd].[Pd].C1(P(C2C=CC=CC=2)[C-]2C=CC=C2)C=CC=CC=1.[C-]1(P(C2C=CC=CC=2)C2C=CC=CC=2)C=CC=C1.[Fe+2]>[C:1]([O:5][C:6]([N:8]1[CH2:13][CH2:12][CH:11]([NH:14][C:15]2[N:20]=[CH:19][C:18]([C:23]#[N:24])=[CH:17][N:16]=2)[CH2:10][CH2:9]1)=[O:7])([CH3:4])([CH3:3])[CH3:2] |f:3.4.5.6.7,8.9.10|. Procedure: A mixture of 4-(5-bromo-pyrimidin-2-ylamino)-piperidine-1-carboxylic acid tert-butyl ester (1.00 g, 2.80 mmol, 1.0 equiv), copper(I) cyanide (0.38 g, 4.20 mmol, 1.5 equiv), tris(dibenzylideneacetone)dipalladium(0) (0.58 g, 0.56 mmol, 0.2 equiv) and 1,1′-bis(diphenylphosphino)ferrocene (0.31 g, 0.56 mmol, 0.2 equiv) in DMAc (8 mL) was heated by microwave irradiation to 180° C. for 30 min. The organic phase was concentrated under reduced pressure and the residue purified by silica column chromatog... The reactants are N1CCC(CC1)NC([C@@](C1=CC=CC=C1)(O)[C@H]1CC(CC1)(F)F)=O ((2R)-N-(piperidin-4-yl)-2-[(1R)-3,3-difluorocyclopentyl]-2-hydroxy-2-phenylacetamide), CC1=CC=CC(=N1)C=O (6-methylpyridine-2-carbaldehyde), C(C)(=O)O[BH-](OC(C)=O)OC(C)=O.[Na+] (sodium triacetoxyborohydride). Run in O1CCCC1 (tetrahydrofuran), C(C)(=O)O (acetic acid), C(C)(=O)OCC (ethyl acetate). Reaction conditions: time 8 hour. Product: CC1=CC=CC(=N1)CN1CCC(CC1)NC([C@@](C1=CC=CC=C1)(O)[C@H]1CC(CC1)(F)F)=O ((2R)-N-[1-(6-methylpyridin-2-ylmethyl)piperidin-4-yl]-2-[(1R)-3,3-difluorocyclopentyl]-2-hydroxy-2-phenylacetamide). The yield is 40.4%. RXN SMILES: [NH:1]1[CH2:6][CH2:5][CH:4]([NH:7][C:8](=[O:24])[C@:9]([C@@H:17]2[CH2:21][CH2:20][C:19]([F:23])([F:22])[CH2:18]2)([OH:16])[C:10]2[CH:15]=[CH:14][CH:13]=[CH:12][CH:11]=2)[CH2:3][CH2:2]1.[CH3:25][C:26]1[N:31]=[C:30]([CH:32]=O)[CH:29]=[CH:28][CH:27]=1.C(O[BH-](OC(=O)C)OC(=O)C)(=O)C.[Na+]>O1CCCC1.C(O)(=O)C.C(OCC)(=O)C>[CH3:32][C:30]1[N:31]=[C:26]([CH2:25][N:1]2[CH2:6][CH2:5][CH:4]([NH:7][C:8](=[O:24])[C@:9]([C@@H:17]3[CH2:21][CH2:20][C:19]([F:23])([F:22])[CH2:18]3)([OH:16])[C:10]3[CH:15]=[CH:14][CH:13]=[CH:12][CH:11]=3)[CH2:3][CH2:2]2)[CH:27]=[CH:28][CH:29]=1 |f:2.3|. Reported procedure: To a solution of 17 mg of (2R)-N-(piperidin-4-yl)-2-[(1R)-3,3-difluorocyclopentyl]-2-hydroxy-2-phenylacetamide in 2 ml of tetrahydrofuran, 3 μl of acetic acid, 12 mg of 6-methylpyridine-2-carbaldehyde and 21 mg of sodium triacetoxyborohydride were added sequentially at room temperature, and stirred overnight at the same temperature. The reaction mixture was diluted with ethyl acetate, washed with brine and dried over anhydrous magnesium sulfate. Distilling the solvent off under reduced pressure,... Reactants: N#CC1CC(F)CN1C(=O)CN(C(=O)OCc1ccccc1)C12CCC(C(=O)On3nnc4ccccc43)(CC1)CC2, Cl, NCCF. RXN SMILES: [CH2:1]([c:2]1[cH:3][cH:4][cH:5][cH:6][cH:7]1)[O:8][C:9](=[O:10])[N:11]([C:12]12[CH2:13][CH2:14][C:15]([C:20](=[O:21])[O:22][n:23]3[c:24]4[cH:25][cH:26][cH:27][cH:28][c:29]4[n:30][n:31]3)([CH2:16][CH2:17]1)[CH2:18][CH2:19]2)[CH2:32][C:33](=[O:34])[N:35]1[CH:36]([C:41]#[N:42])[CH2:37][CH:38]([F:40])[CH2:39]1.[ClH:43].[F:44][CH2:45][CH2:46][NH2:47]>>[CH2:1]([c:2]1[cH:3][cH:4][cH:5][cH:6][cH:7]1)[O:8][C:9](=[O:10])[N:11]([C:12]12[CH2:13][CH2:14][C:15]([C:20](=[O:21])[NH:47][CH2:46][CH2:45][F:44])([CH2:16][CH2:17]1)[CH2:18][CH2:19]2)[CH2:32][C:33](=[O:34])[N:35]1[CH:36]([C:41]#[N:42])[CH2:37][CH:38]([F:40])[CH2:39]1. The product is N#CC1CC(F)CN1C(=O)CN(C(=O)OCc1ccccc1)C12CCC(C(=O)NCCF)(CC1)CC2.